From a dataset of the Open Reaction Database (ORD), a public repository of structured organic reaction records. describe an organic reaction: reactants, conditions, products, and yield The reactants are CC1=C(C=CC=C1)N1C=CC=2C(=NC=3C(=CC=CC3C21)C)Cl (1-(2-Methylphenyl)-4-chloro-6-methylpyrrolo[3,2-c]quinoline), C(O)CN (ethanolamine). Product: CC1=C(C=CC=C1)N1C=CC=2C(=NC=3C(=CC=CC3C21)C)NCCO (1-(2-methylphenyl)-4-(2-hydroxyethylamino)-6methylpyrrolo[3,2-c]quinoline). The yield is 72.2%. RXN SMILES: [CH3:1][C:2]1[CH:7]=[CH:6][CH:5]=[CH:4][C:3]=1[N:8]1[C:20]2[C:19]3[CH:18]=[CH:17][CH:16]=[C:15]([CH3:21])[C:14]=3[N:13]=[C:12](Cl)[C:11]=2[CH:10]=[CH:9]1.[CH2:23]([CH2:25][NH2:26])[OH:24]>>[CH3:1][C:2]1[CH:7]=[CH:6][CH:5]=[CH:4][C:3]=1[N:8]1[C:20]2[C:19]3[CH:18]=[CH:17][CH:16]=[C:15]([CH3:21])[C:14]=3[N:13]=[C:12]([NH:26][CH2:25][CH2:23][OH:24])[C:11]=2[CH:10]=[CH:9]1. Procedure details: 1-(2-Methylphenyl)-4-chloro-6-methylpyrrolo[3,2-c]quinoline (1.0 g) and ethanolamine (3.0 g) were heated to 150° C. for 3 hours. Chromatography (silica gel, 2% methanolic ammonia in dichloromethane) and recrystallisation from ethyl acetate/petroleum ether yielded 1-(2-methylphenyl)-4-(2-hydroxyethylamino)-6methylpyrrolo[3,2-c]quinoline (0.78 g), m.p. 187°-188°. Starting materials: N1(C=NC=C1)CCCC1=CC=C(C=C1)C(CCC(=O)O)=O (4-{4-[3-(1-imidazolyl)-propyl]-phenyl}-4-oxo-butyric acid), O.NN (hydrazine hydrate). Solvent: O (water). Conditions: temperature 90 celsius, time 2 hour. Yields the product N1(C=NC=C1)CCCC1=CC=C(C=C1)C=1CCC(NN1)=O (6-{4-[3-(1-Imidazolyl)-propyl]-phenyl}-3-oxo-2,3,4,5-tetrahydro-pyridazine). As a reaction SMILES: [N:1]1([CH2:6][CH2:7][CH2:8][C:9]2[CH:14]=[CH:13][C:12]([C:15](=O)[CH2:16][CH2:17][C:18]([OH:20])=O)=[CH:11][CH:10]=2)[CH:5]=[CH:4][N:3]=[CH:2]1.O.[NH2:23][NH2:24]>O>[N:1]1([CH2:6][CH2:7][CH2:8][C:9]2[CH:14]=[CH:13][C:12]([C:15]3[CH2:16][CH2:17][C:18](=[O:20])[NH:23][N:24]=3)=[CH:11][CH:10]=2)[CH:5]=[CH:4][N:3]=[CH:2]1 |f:1.2|. Procedure: 2 g of 4-{4-[3-(1-imidazolyl)-propyl]-phenyl}-4-oxo-butyric acid are suspended in 10 ml of water, 0.68 g of hydrazine hydrate are added and the mixture is then stirred at 90° C. for 2 hours. After the mixture has been cooled, it is extracted with chloroform and the chloroform solution is washed with water, dried over Na2SO4 and concentrated to dryness. Reactants: C(C)N(CCNC(=O)C=1C=C(C=C2C(C=CNC12)=O)I)CC (N-[2-(diethylamino)ethyl]-6-iodo-4-oxo-1,4-dihydroquinoline-8-carboxamide), ClC1=C(C=NC2=CC=C(C=C12)I)C(=O)NCCN(CC)CC (4-chloro-N-[2-(diethylamino)ethyl]-6-iodoquinoline-3-carboxamide). The product is ClC1=CC=NC2=C(C=C(C=C12)I)C(=O)NCCN(CC)CC (4-chloro-N-[2-(diethylamino)ethyl]-6-iodoquinoline-8-carboxamide). The yield is 73.0%. As a reaction SMILES: [CH2:1]([N:3]([CH2:21][CH3:22])[CH2:4][CH2:5][NH:6][C:7]([C:9]1[CH:10]=[C:11]([I:20])[CH:12]=[C:13]2[C:18]=1[NH:17][CH:16]=[CH:15][C:14]2=O)=[O:8])[CH3:2].[Cl:23]C1C2C(=CC=C(I)C=2)N=CC=1C(NCCN(CC)CC)=O>>[Cl:23][C:14]1[C:13]2[C:18](=[C:9]([C:7]([NH:6][CH2:5][CH2:4][N:3]([CH2:21][CH3:22])[CH2:1][CH3:2])=[O:8])[CH:10]=[C:11]([I:20])[CH:12]=2)[N:17]=[CH:16][CH:15]=1. Reported procedure: This compound was prepared, starting from compound 100 (2.00 g, 4.84 mmol), according to the procedure developed for compound 95. Reaction time at 100° C.: 15 min; the purification was performed using column chromatography (Al2O3, AcOEt/cyclohexane, 9/1, v/v) to give compound 101 (1.52 g, 3.52 mmol) as a beige solid. Yield 73%; Rf (Al2O3, AcOEt/cyclohexane, 9/1, v/v) 0.49; mp 76-78° C.; IR (KBr) ν 1555, 1654, 2962 cm−1; 1H NMR (200 MHz, CDCl3) δ 1.09 (t, 6H, J=7.1 Hz), 2.64 (q, 4H, J=7.1 Hz), 2.... The reactants are BrC(Br)(Br)Br, ClCCl, O=C1CCCN1c1cccc(CO)n1, c1ccc(P(c2ccccc2)c2ccccc2)cc1. The product is O=C1CCCN1c1cccc(CBr)n1. RXN SMILES: [C:34]([Br:35])([Br:36])([Br:37])[Br:38].[Cl:39][CH2:40][Cl:41].[OH:1][CH2:2][c:3]1[cH:4][cH:5][cH:6][c:7]([N:9]2[C:10](=[O:14])[CH2:11][CH2:12][CH2:13]2)[n:8]1.[c:15]1([P:16]([c:17]2[cH:18][cH:19][cH:20][cH:21][cH:22]2)[c:23]2[cH:24][cH:25][cH:26][cH:27][cH:28]2)[cH:29][cH:30][cH:31][cH:32][cH:33]1>>[CH2:2]([c:3]1[cH:4][cH:5][cH:6][c:7]([N:9]2[C:10](=[O:14])[CH2:11][CH2:12][CH2:13]2)[n:8]1)[Br:35]. Reactants: C(C(CO)(CO)N)O (tris(hydroxymethyl)aminomethane), Cl.C1=CC=CC=2C3=CC(=C4C=CC=CC4=C3C=CC12)CNC(CO)(CO)C (2-((6-Chrysenylmethyl)amino)-2-methyl-1,3-propanediol hydrochloride), C1=CC=CC=2C3=CC(=C4C=CC=CC4=C3C=CC12)C=O (6-Chrysenecarbaldehyde). The solvent is CO.CCOCC (CH3OH Et2O). Product: Cl.C1=CC=CC=2C3=CC(=C4C=CC=CC4=C3C=CC12)CNC(CO)(CO)CO (2-((6-chrysenylmethyl)amino)-2-hydroxymethyl-1,3-propanediol hydrochloride), C,H,Cl,N. As a reaction SMILES: [ClH:1].[CH:2]1[C:19]2[CH:18]=[CH:17][C:16]3[C:7](=[CH:8][C:9]([CH2:20][NH:21][C:22]([CH3:27])([CH2:25][OH:26])[CH2:23][OH:24])=[C:10]4[C:15]=3[CH:14]=[CH:13][CH:12]=[CH:11]4)[C:6]=2[CH:5]=[CH:4][CH:3]=1.C1C2C=CC3C(=CC(C=[O:47])=C4C=3C=CC=C4)C=2C=CC=1.C(O)C(N)(CO)CO>CO.CCOCC>[ClH:1].[CH:2]1[C:19]2[CH:18]=[CH:17][C:16]3[C:7](=[CH:8][C:9]([CH2:20][NH:21][C:22]([CH2:27][OH:47])([CH2:23][OH:24])[CH2:25][OH:26])=[C:10]4[C:15]=3[CH:14]=[CH:13][CH:12]=[CH:11]4)[C:6]=2[CH:5]=[CH:4][CH:3]=1 |f:0.1,4.5,6.7|. Procedure: Using the reductive amination procedure described in 1B, 6-chrysenecarbaldehyde (1A) and tris(hydroxymethyl)aminomethane (Aldrich) gave 2-((6-chrysenylmethyl)amino)-2-hydroxymethyl-1,3-propanediol hydrochloride, mp 238°-239° (dec), (CH3OH/Et2O), (C,H,Cl,N).